This data is from the Open Reaction Database (ORD), a public repository of structured organic reaction records. The task is: describe an organic reaction: reactants, conditions, products, and yield Starting materials: C1(CC1)N1C=C(C(C2=CC(=C(C(=C12)F)F)F)=O)C(=O)O (1-cyclopropyl-6,7,8-trifluoro-1,4-dihydro-4-oxoquinoline-3-carboxylic acid), CN(C)CC=1N=C2N(CCNC2)C1 (2-dimethylaminomethyl-5,6,7,8-tetrahydroimidazo[1,2-a]pyrazine). Yields the product C1(CC1)N1C=C(C(C2=CC(=C(C(=C12)F)N1CC=2N(CC1)C=C(N2)CN(C)C)F)=O)C(=O)O (1-Cyclopropyl-6,8-difluoro-7-(2-dimethylaminomethyl-5,6,7,8-tetrahydroimidazo[1,2-a]pyrazin-7-yl)-1,4-dihydro-4-oxoquinoline-3-carboxylic acid). RXN SMILES: [CH:1]1([N:4]2[C:13]3[C:8](=[CH:9][C:10]([F:16])=[C:11](F)[C:12]=3[F:14])[C:7](=[O:17])[C:6]([C:18]([OH:20])=[O:19])=[CH:5]2)[CH2:3][CH2:2]1.[CH3:21][N:22]([CH2:24][C:25]1[N:26]=[C:27]2[CH2:32][NH:31][CH2:30][CH2:29][N:28]2[CH:33]=1)[CH3:23]>>[CH:1]1([N:4]2[C:13]3[C:8](=[CH:9][C:10]([F:16])=[C:11]([N:31]4[CH2:30][CH2:29][N:28]5[CH:33]=[C:25]([CH2:24][N:22]([CH3:23])[CH3:21])[N:26]=[C:27]5[CH2:32]4)[C:12]=3[F:14])[C:7](=[O:17])[C:6]([C:18]([OH:20])=[O:19])=[CH:5]2)[CH2:2][CH2:3]1. Procedure: Using 1-cyclopropyl-6,7,8-trifluoro-1,4-dihydro-4-oxoquinoline-3-carboxylic acid and (2-dimethylaminomethyl-5,6,7,8-tetrahydroimidazo[1,2-a]pyrazine, the same procedure as in Production Example 1 was followed to yield the title compound. The reactants are ClCC1(OC(=CN1)C)C1=CC=CC=C1 (2-chloromethyl-5-methyl-2-phenyloxazole), OC=1C=C(C=O)C=CC1 (3-hydroxybenzaldehyde), C([O-])([O-])=O.[K+].[K+] (potassium carbonate), CN(C=O)C (N,N-dimethylformamide). Run in O (water). Run at temperature 90 celsius. The product is CC1=C(N=C(O1)C1=CC=CC=C1)COC=1C=C(C=O)C=CC1 (3-(5-methyl-2-phenyl-4-oxazolylmethoxy)benzaldehyde). Yield: 91.1%. RXN SMILES: ClC[C:3]1([C:9]2[CH:14]=[CH:13][CH:12]=[CH:11][CH:10]=2)[NH:7][CH:6]=[C:5]([CH3:8])[O:4]1.[OH:15][C:16]1[CH:17]=[C:18]([CH:21]=[CH:22][CH:23]=1)[CH:19]=[O:20].[C:24](=O)([O-])[O-].[K+].[K+].CN(C)C=O>O>[CH3:8][C:5]1[O:4][C:3]([C:9]2[CH:10]=[CH:11][CH:12]=[CH:13][CH:14]=2)=[N:7][C:6]=1[CH2:24][O:15][C:16]1[CH:17]=[C:18]([CH:21]=[CH:22][CH:23]=1)[CH:19]=[O:20] |f:2.3.4|. Reported procedure: A mixture of 2-chloromethyl-5-methyl-2-phenyloxazole (20.8 g), 3-hydroxybenzaldehyde (12.2 g), potassium carbonate (27.6 g) and N,N-dimethylformamide (DMF) (200 ml) was heated at 90° C. for 2 hours. The reaction mixture was poured into water, and subjected to extraction with ethyl acetate. The ethyl acetate layer was washed with water and dried over magnesium sulfate (MgSO4). The solvent was distilled off, whereby 3-(5-methyl-2-phenyl-4-oxazolylmethoxy)benzaldehyde (26.5 g, 90%) was obtained. Re... Starting materials: C(C)(C)(C)OC(N(CC1=CC(=CC=C1)CC=O)CC1=C(C=CC=C1)OCOC)=O ((2-methoxymethoxy-benzyl)-[3-(2-oxo-ethyl)-benzyl]-carbamic acid tert-butyl ester), Cl.NCC(O)C1=CC=C(C=2NC(SC21)=O)O (7-(2-amino-1-hydroxy-ethyl)-4-hydroxy-3H-benzothiazol-2-one hydrochloride), CO (methanol), CO (methanol), resultant mixture, N (ammonia), C(#N)[BH3-].[Na+] (sodium cyanoborohydride). The solvent is C(C)(=O)O (acetic acid). Conditions: time 15 minute. Yields the product Cl.Cl.OC1=CC=C(C2=C1NC(S2)=O)C(CNCCC2=CC(=CC=C2)CNCC2=CC(=CC=C2)O)O (4-Hydroxy-7-[1-hydroxy-2-(2-{3-[(3-hydroxy-benzylamino)-methyl]-phenyl}-ethylamino)-ethyl]-3H-benzothiazol-2-one bis-hydrochloride salt). As a reaction SMILES: C(OC(=O)[N:7]([CH2:18][C:19]1[CH:24]=[CH:23][CH:22]=[CH:21][C:20]=1OCOC)[CH2:8][C:9]1[CH:14]=[CH:13][CH:12]=[C:11]([CH2:15][CH:16]=O)[CH:10]=1)(C)(C)C.[ClH:30].[NH2:31][CH2:32][CH:33]([C:35]1[C:43]2[S:42][C:41](=[O:44])[NH:40][C:39]=2[C:38]([OH:45])=[CH:37][CH:36]=1)[OH:34].C([BH3-])#N.[Na+].N.C[OH:52]>C(O)(=O)C>[ClH:30].[ClH:30].[OH:45][C:38]1[C:39]2[NH:40][C:41](=[O:44])[S:42][C:43]=2[C:35]([CH:33]([OH:34])[CH2:32][NH:31][CH2:16][CH2:15][C:11]2[CH:12]=[CH:13][CH:14]=[C:9]([CH2:8][NH:7][CH2:18][C:19]3[CH:20]=[CH:21][CH:22]=[C:23]([OH:52])[CH:24]=3)[CH:10]=2)=[CH:36][CH:37]=1 |f:1.2,3.4,8.9.10|. Procedure details: A solution of (2-methoxymethoxy-benzyl)-[3-(2-oxo-ethyl)-benzyl]-carbamic acid tert-butyl ester (116 mg) in methanol (1 mL) was added to a solution of 7-(2-amino-1-hydroxy-ethyl)-4-hydroxy-3H-benzothiazol-2-one hydrochloride (76 mg) in methanol (5 mL), the reaction mixture was treated with acetic acid (20 mg) followed by sodium cyanoborohydride (27 mg) and the resultant mixture was stirred for 5 hours. At the end of this time concentrated aqueous ammonia (0.5 mL) was added, the solvents were the... Reported procedure: A solution of trans-3-iodo-1-[4-(4-methylpiperazino)cyclohexyl]-1H-pyrazolo[3,4-d]pyrimidin-4-amine (0.268 g, 0.607 mmol) in ethylene glycol dimethyl ether (20 mL) was treated with 3-methoxy-4-[(3-phenylpropanoyl)amino]phenylboronic acid (0.200 g, 0.669 mmol), tetrakis(triphenylphosphine)palladium (0.042 g, 0.036 mmol), and a solution of sodium carbonate (0.154, 1.46 mmol) in water (10 mL). The reaction mixture was stirred for 9 h at 85° C. under a nitrogen atmosphere. Tetrakis(triphenylphosphin... Conditions: temperature 85 celsius, time 9 hour. Reaction SMILES: I[C:2]1[C:10]2[C:5](=[N:6][CH:7]=[N:8][C:9]=2[NH2:11])[N:4]([C@H:12]2[CH2:17][CH2:16][C@H:15]([N:18]3[CH2:23][CH2:22][N:21]([CH3:24])[CH2:20][CH2:19]3)[CH2:14][CH2:13]2)[N:3]=1.[CH3:25][O:26][C:27]1[CH:28]=[C:29](B(O)O)[CH:30]=[CH:31][C:32]=1[NH:33][C:34](=[O:43])[CH2:35][CH2:36][C:37]1[CH:42]=[CH:41][CH:40]=[CH:39][CH:38]=1.C(=O)([O-])[O-].[Na+].[Na+]>COCCOC.O.C1C=CC([P]([Pd]([P](C2C=CC=CC=2)(C2C=CC=CC=2)C2C=CC=CC=2)([P](C2C=CC=CC=2)(C2C=CC=CC=2)C2C=CC=CC=2)[P](C2C=CC=CC=2)(C2C=CC=CC=2)C2C=CC=CC=2)(C2C=CC=CC=2)C2C=CC=CC=2)=CC=1>[NH2:11][C:9]1[N:8]=[CH:7][N:6]=[C:5]2[N:4]([C@H:12]3[CH2:17][CH2:16][C@H:15]([N:18]4[CH2:23][CH2:22][N:21]([CH3:24])[CH2:20][CH2:19]4)[CH2:14][CH2:13]3)[N:3]=[C:2]([C:29]3[CH:30]=[CH:31][C:32]([NH:33][C:34](=[O:43])[CH2:35][CH2:36][C:37]4[CH:38]=[CH:39][CH:40]=[CH:41][CH:42]=4)=[C:27]([O:26][CH3:25])[CH:28]=3)[C:10]=12 |f:2.3.4,^1:63,65,84,103|. Reactants: IC1=NN(C2=NC=NC(=C21)N)[C@@H]2CC[C@H](CC2)N2CCN(CC2)C (trans-3-iodo-1-[4-(4-methylpiperazino)cyclohexyl]-1H-pyrazolo[3,4-d]pyrimidin-4-amine), COC=1C=C(C=CC1NC(CCC1=CC=CC=C1)=O)B(O)O (3-methoxy-4-[(3-phenylpropanoyl)amino]phenylboronic acid), C([O-])([O-])=O.[Na+].[Na+] (sodium carbonate). Isolated yield 38.2%. Run in COCCOC (ethylene glycol dimethyl ether), O (water). Yields the product NC1=C2C(=NC=N1)N(N=C2C2=CC(=C(C=C2)NC(CCC2=CC=CC=C2)=O)OC)[C@@H]2CC[C@H](CC2)N2CCN(CC2)C (trans-N1-(4-{4-amino-1-[4-(4-methylpiperazino)cyclohexyl]-1H-pyrazolo[3,4-d]pyrimidin-3-yl}-2-methoxyphenyl)-3-phenylpropanamide). The reagents and catalysts are C=1C=CC(=CC1)[P](C=2C=CC=CC2)(C=3C=CC=CC3)[Pd]([P](C=4C=CC=CC4)(C=5C=CC=CC5)C=6C=CC=CC6)([P](C=7C=CC=CC7)(C=8C=CC=CC8)C=9C=CC=CC9)[P](C=1C=CC=CC1)(C=1C=CC=CC1)C=1C=CC=CC1 (tetrakis(triphenylphosphine)palladium), C=1C=CC(=CC1)[P](C=2C=CC=CC2)(C=3C=CC=CC3)[Pd]([P](C=4C=CC=CC4)(C=5C=CC=CC5)C=6C=CC=CC6)([P](C=7C=CC=CC7)(C=8C=CC=CC8)C=9C=CC=CC9)[P](C=1C=CC=CC1)(C=1C=CC=CC1)C=1C=CC=CC1 (Tetrakis(triphenylphosphine)palladium).